From a dataset of the Open Reaction Database (ORD), a public repository of structured organic reaction records. describe an organic reaction: reactants, conditions, products, and yield Reactants: C(CCC)OC(=O)N1CCN(CC1)C([C@H](CCC=1N=NNN1)N)=O (4-[(S)-2-amino-4-(2H-tetrazol-5-yl)-butyryl]-piperazine-1-carboxylic acid butyl ester), C1(CCC1)NC(=O)[C@H]1N(CCC1)C(COC1=CC(=NC2=CC(=CC=C12)C)C(=O)O)=O (4-[2-((S)-2-Cyclobutylcarbamoyl-pyrrolidin-1-yl)-2-oxo-ethoxy]-7-methyl-quinoline-2-carboxylic acid), CCN(C(C)C)C(C)C (DIPEA), C=1C=CC2=C(C1)N=NN2O (HOBt). The solvent is CN(C)C=O (DMF), C(CCl)Cl (EDC). Run at time 48 hour. Yields the product C(CCC)OC(=O)N1CCN(CC1)C([C@H](CCC=1N=NNN1)NC(=O)C1=NC2=CC(=CC=C2C(=C1)OCC(=O)N1[C@@H](CCC1)C(NC1CCC1)=O)C)=O (4-[(S)-2-({4-[2-((S)-2-Cyclobutylcarbamoyl-pyrrolidin-1-yl)-2-oxo-ethoxy]-7-methyl-quinoline-2-carbonyl}-amino)-4-(2H-tetrazol-5-yl)-butyryl]-piperazine-1-carboxylic acid butyl ester). As a reaction SMILES: [CH:1]1([NH:5][C:6]([C@@H:8]2[CH2:12][CH2:11][CH2:10][N:9]2[C:13](=[O:30])[CH2:14][O:15][C:16]2[C:25]3[C:20](=[CH:21][C:22]([CH3:26])=[CH:23][CH:24]=3)[N:19]=[C:18]([C:27]([OH:29])=O)[CH:17]=2)=[O:7])[CH2:4][CH2:3][CH2:2]1.CCN(C(C)C)C(C)C.C1C=CC2N(O)N=NC=2C=1.[CH2:50]([O:54][C:55]([N:57]1[CH2:62][CH2:61][N:60]([C:63](=[O:73])[C@@H:64]([NH2:72])[CH2:65][CH2:66][C:67]2[N:68]=[N:69][NH:70][N:71]=2)[CH2:59][CH2:58]1)=[O:56])[CH2:51][CH2:52][CH3:53]>CN(C=O)C.C(Cl)CCl>[CH2:50]([O:54][C:55]([N:57]1[CH2:58][CH2:59][N:60]([C:63](=[O:73])[C@@H:64]([NH:72][C:27]([C:18]2[CH:17]=[C:16]([O:15][CH2:14][C:13]([N:9]3[CH2:10][CH2:11][CH2:12][C@H:8]3[C:6](=[O:7])[NH:5][CH:1]3[CH2:4][CH2:3][CH2:2]3)=[O:30])[C:25]3[C:20](=[CH:21][C:22]([CH3:26])=[CH:23][CH:24]=3)[N:19]=2)=[O:29])[CH2:65][CH2:66][C:67]2[N:71]=[N:70][NH:69][N:68]=2)[CH2:61][CH2:62]1)=[O:56])[CH2:51][CH2:52][CH3:53]. Reported procedure: To a solution of 600 mg 4-[2-((S)-2-Cyclobutylcarbamoyl-pyrrolidin-1-yl)-2-oxo-ethoxy]-7-methyl-quinoline-2-carboxylic acid in 60 ml DMF were added 279 μl DIPEA, 294 mg EDC and 234 mg HOBt. After 5 minutes 661 mg 4-[(S)-2-amino-4-(2H-tetrazol-5-yl)-butyryl]-piperazine-1-carboxylic acid butyl ester hydrotrifluoroacetate were added and the mixture stirred for 48 h. Reactants: CCC(Oc1cc2cc(CC(C)C)sc2c(Cl)c1Cl)C(=O)[O-], CCO, CCOCC, Cl, [Na+], [OH-], O. The product is CC(C)Cc1cc2cc(OCC(=O)O)c(Cl)c(Cl)c2s1. RXN SMILES: [CH2:1]([CH3:2])[CH:3]([C:4](=[O:5])[O-:6])[O:7][c:8]1[cH:9][c:10]2[c:11]([s:12][c:13]([CH2:15][CH:16]([CH3:17])[CH3:18])[cH:14]2)[c:19]([Cl:22])[c:20]1[Cl:21].[CH3:26][CH2:27][OH:28].[CH3:30][CH2:31][O:32][CH2:33][CH3:34].[ClH:25].[Na+:24].[OH-:23].[OH2:29]>>[CH2:3]([C:4](=[O:5])[OH:6])[O:7][c:8]1[cH:9][c:10]2[c:11]([s:12][c:13]([CH2:15][CH:16]([CH3:17])[CH3:18])[cH:14]2)[c:19]([Cl:22])[c:20]1[Cl:21]. Starting materials: COCN(c1cc(Cl)cnc1Br)S(=O)(=O)c1cccc(C(F)(F)F)c1, C1CCOC1, CC(C)[Mg+], [Cl-], COc1cccc(F)c1C=O. Yields the product COCN(c1cc(Cl)cnc1C(O)c1c(F)cccc1OC)S(=O)(=O)c1cccc(C(F)(F)F)c1. Reaction SMILES: [Br:1][c:2]1[n:3][cH:4][c:5]([Cl:25])[cH:6][c:7]1[N:8]([S:9](=[O:10])(=[O:11])[c:12]1[cH:13][c:14]([C:18]([F:19])([F:20])[F:21])[cH:15][cH:16][cH:17]1)[CH2:22][O:23][CH3:24].[CH2:42]1[O:43][CH2:44][CH2:45][CH2:46]1.[CH:27]([Mg+:28])([CH3:29])[CH3:30].[Cl-:26].[F:31][c:32]1[c:33]([CH:34]=[O:35])[c:36]([O:40][CH3:41])[cH:37][cH:38][cH:39]1>>[c:2]1([CH:34]([c:33]2[c:32]([F:31])[cH:39][cH:38][cH:37][c:36]2[O:40][CH3:41])[OH:35])[n:3][cH:4][c:5]([Cl:25])[cH:6][c:7]1[N:8]([S:9](=[O:10])(=[O:11])[c:12]1[cH:13][c:14]([C:18]([F:19])([F:20])[F:21])[cH:15][cH:16][cH:17]1)[CH2:22][O:23][CH3:24]. Reactants: Cl (HCl), O1C(CCCC1)OCC=1C=C(OC2=CC=C(C=O)C=C2)C=CC1B1OC(C(O1)(C)C)(C)C (4-[3-(tetrahydro-pyran-2-yloxymethyl)-4-(4,4,5,5-tetramethyl-[1,3,2]dioxaborolan-2-yl)-phenoxy]-benzaldehyde), C(=O)(O)[O-].[Na+] (NaHCO3). Run in CCO (EtOH). Reaction conditions: temperature 0 celsius, time 20 minute. Product: OB1OCC2=C1C=CC(=C2)OC2=CC=C(C=O)C=C2 (4-(1-hydroxy-1,3-dihydro-benzo[c][1,2]oxaborol-5-yloxy)-benzaldehyde). As a reaction SMILES: O1CCCCC1OC[C:9]1[CH:10]=[C:11]([CH:21]=[CH:22][C:23]=1[B:24]1[O:28]C(C)(C)[C:26](C)(C)[O:25]1)[O:12][C:13]1[CH:20]=[CH:19][C:16]([CH:17]=[O:18])=[CH:15][CH:14]=1.Cl.C([O-])(O)=O.[Na+]>CCO>[OH:28][B:24]1[C:23]2[CH:9]=[CH:10][C:11]([O:12][C:13]3[CH:14]=[CH:15][C:16]([CH:17]=[O:18])=[CH:19][CH:20]=3)=[CH:21][C:22]=2[CH2:26][O:25]1 |f:2.3|. Reported procedure: To a suspension of 4-[3-(tetrahydro-pyran-2-yloxymethyl)-4-(4,4,5,5-tetramethyl-[1,3,2]dioxaborolan-2-yl)-phenoxy]-benzaldehyde (1.4 g, 3.2 mmol, 1.0 eq.) in EtOH (15 mL) at 0° C. was added HCl (15 mL, 3N). The mixture was stirred at 0° C. for 20 minutes and allowed to warm to room temperature in another 1 h. The mixture was then treated with sat. NaHCO3 drop wise until PH reaching 7. The precipitate was collected by filtration, washed with H2O to give 4-(1-hydroxy-1,3-dihydro-benzo[c][1,2]oxabo... Starting materials: CC(C)(C)OC(=O)CBr, C1CCOC1, CNC(=O)c1ccc2cc(C(=O)c3cn(C(c4ccccc4)(c4ccccc4)c4ccccc4)cn3)ccc2c1, CCOC(C)=O, C[Si](C)(C)Cl, Cl, [Zn], c1ccncc1. Product: CNC(=O)c1ccc2cc(C(O)(CC(=O)OC(C)(C)C)c3cn(C(c4ccccc4)(c4ccccc4)c4ccccc4)cn3)ccc2c1. As a reaction SMILES: [Br:6][CH2:7][C:8](=[O:9])[O:10][C:11]([CH3:12])([CH3:13])[CH3:14].[CH2:61]1[O:62][CH2:63][CH2:64][CH2:65]1.[CH3:21][NH:22][C:23](=[O:24])[c:25]1[cH:26][c:27]2[cH:28][cH:29][c:30]([C:35](=[O:36])[c:37]3[n:38][cH:39][n:40]([C:42]([c:43]4[cH:44][cH:45][cH:46][cH:47][cH:48]4)([c:49]4[cH:50][cH:51][cH:52][cH:53][cH:54]4)[c:55]4[cH:56][cH:57][cH:58][cH:59][cH:60]4)[cH:41]3)[cH:31][c:32]2[cH:33][cH:34]1.[CH3:66][CH2:67][O:68][C:69](=[O:70])[CH3:71].[Cl:1][Si:2]([CH3:3])([CH3:4])[CH3:5].[ClH:72].[Zn:73].[cH:15]1[cH:16][cH:17][n:18][cH:19][cH:20]1>>[CH2:7]([C:8](=[O:9])[O:10][C:11]([CH3:12])([CH3:13])[CH3:14])[C:35]([c:30]1[cH:29][cH:28][c:27]2[cH:26][c:25]([C:23]([NH:22][CH3:21])=[O:24])[cH:34][cH:33][c:32]2[cH:31]1)([OH:36])[c:37]1[n:38][cH:39][n:40]([C:42]([c:43]2[cH:44][cH:45][cH:46][cH:47][cH:48]2)([c:49]2[cH:50][cH:51][cH:52][cH:53][cH:54]2)[c:55]2[cH:56][cH:57][cH:58][cH:59][cH:60]2)[cH:41]1. Procedure: Analogously to 13b), 4-[(2,3-dichlorobenzenesulphonyl)methylamino]-N-{2-[4-(4,5-dihydro-1H-imidazol-2-yl)phenyl]ethyl}-N-ethylbutyramide was prepared from 0.74 g (1.53 mmol) of N-[2-(4-cyanophenyl)ethyl]-4-[(2,3-dichlorobenzenesulphonyl)methylamino]-N-ethylbutyramide, a spatula tip of sulphur and 5 ml of ethylenediamine. The product is ClC1=C(C=CC=C1Cl)S(=O)(=O)CNCCCC(=O)N(CC)CCC1=CC=C(C=C1)C=1NCCN1 (4-[(2,3-dichlorobenzenesulphonyl)methylamino]-N-{2-[4-(4,5-dihydro-1H-imidazol-2-yl)phenyl]ethyl}-N-ethylbutyramide). As a reaction SMILES: [C:1]([C:3]1[CH:8]=[CH:7][C:6]([CH2:9][CH2:10][N:11]([CH2:30][CH3:31])[C:12](=[O:29])[CH2:13][CH2:14][CH2:15][NH:16][CH2:17][S:18]([C:21]2[CH:26]=[CH:25][CH:24]=[C:23]([Cl:27])[C:22]=2[Cl:28])(=[O:20])=[O:19])=[CH:5][CH:4]=1)#[N:2].[S].[CH2:33](N)[CH2:34][NH2:35]>>[Cl:28][C:22]1[C:23]([Cl:27])=[CH:24][CH:25]=[CH:26][C:21]=1[S:18]([CH2:17][NH:16][CH2:15][CH2:14][CH2:13][C:12]([N:11]([CH2:10][CH2:9][C:6]1[CH:5]=[CH:4][C:3]([C:1]2[NH:35][CH2:34][CH2:33][N:2]=2)=[CH:8][CH:7]=1)[CH2:30][CH3:31])=[O:29])(=[O:20])=[O:19] |^3:31|. Starting materials: C(#N)C1=CC=C(C=C1)CCN(C(CCCNCS(=O)(=O)C1=C(C(=CC=C1)Cl)Cl)=O)CC (N-[2-(4-cyanophenyl)ethyl]-4-[(2,3-dichlorobenzenesulphonyl)methylamino]-N-ethylbutyramide), [S] (sulphur), C(CN)N (ethylenediamine). Reactants: C(C1=CC=CC=C1)(=O)OC[C@@H]1C[C@@H](OC(O1)(C)C)CC(=O)OC(C)(C)C ((4R-cis)-6-[(benzoyloxy)methyl]-2,2-dimethyl-1,3 -dioxane-4-acetic acid, 1,1-dimethylethyl ester), C([O-])([O-])=O.[K+].[K+] (potassium carbonate), benzoyloxy. Run in CO (methanol). Reaction conditions: time 2 hour. Product: OC[C@@H]1C[C@@H](OC(O1)(C)C)CC(=O)OC(C)(C)C ((4R-cis)-6-(Hydroxymethyl)-2,2-dimethyl-1,3-dioxane-4-acetic acid, 1,1-dimethylethyl ester). Reaction SMILES: C([O:9][CH2:10][C@H:11]1[O:16][C:15]([CH3:18])([CH3:17])[O:14][C@@H:13]([CH2:19][C:20]([O:22][C:23]([CH3:26])([CH3:25])[CH3:24])=[O:21])[CH2:12]1)(=O)C1C=CC=CC=1.C(=O)([O-])[O-].[K+].[K+]>CO>[OH:9][CH2:10][C@H:11]1[O:16][C:15]([CH3:17])([CH3:18])[O:14][C@@H:13]([CH2:19][C:20]([O:22][C:23]([CH3:26])([CH3:25])[CH3:24])=[O:21])[CH2:12]1 |f:1.2.3|. Procedure details: To a solution of (4R-cis)-6-[(benzoyloxy)methyl]-2,2-dimethyl-1,3 -dioxane-4-acetic acid, 1,1-dimethylethyl ester prepared in step (a) above (30.00 g, 82.4 mmole) in methanol (275 ml) was added granular anhydrous potassium carbonate (5.68 g, 41.2 mmole) in one portion. The resulting heterogeneous solution was stirred vigorously for 2 hours to complete the hydrolysis. The progress of the reaction was followed by TLC analysis. (TLC: Rf =0.31 for the benzoyloxy starting material, Rf =0.17 for the t...